This data is from the Open Reaction Database (ORD), a public repository of structured organic reaction records. The task is: describe an organic reaction: reactants, conditions, products, and yield Starting materials: CCCCCCCN, CCOC(=O)c1c(NC(=O)C2C(C)(C)C2(C)C)sc2c1CCCC2. The product is CCCCCCCNC(=O)c1c(NC(=O)C2C(C)(C)C2(C)C)sc2c1CCCC2. Reaction SMILES: [CH2:25]([CH2:26][CH2:27][CH2:28][CH2:29][CH2:30][CH3:31])[NH2:32].[CH3:1][C:2]1([CH3:24])[CH:3]([C:7](=[O:8])[NH:9][c:10]2[s:11][c:12]3[c:13]([c:14]2[C:15]([O:17][CH2:16][CH3:18])=[O:19])[CH2:20][CH2:21][CH2:22][CH2:23]3)[C:4]1([CH3:5])[CH3:6]>>[CH3:1][C:2]1([CH3:24])[CH:3]([C:7](=[O:8])[NH:9][c:10]2[s:11][c:12]3[c:13]([c:14]2[C:15](=[O:17])[NH:32][CH2:25][CH2:26][CH2:27][CH2:28][CH2:29][CH2:30][CH3:31])[CH2:20][CH2:21][CH2:22][CH2:23]3)[C:4]1([CH3:5])[CH3:6]. The reactants are O=C([O-])[O-], CO, ClCCl, [K+], [K+], O=C(OC1CCN(CC#CCN2CCCC2)C1=O)c1ccc([N+](=O)[O-])cc1. Product: O=C1C(O)CCN1CC#CCN1CCCC1. RXN SMILES: [C:28](=[O:29])([O-:30])[O-:31].[CH3:34][OH:35].[Cl:36][CH2:37][Cl:38].[K+:32].[K+:33].[N+:1]([c:2]1[cH:3][cH:4][c:5]([C:6](=[O:7])[O:10][CH:11]2[C:12](=[O:25])[N:13]([CH2:16][C:17]#[C:18][CH2:19][N:20]3[CH2:21][CH2:22][CH2:23][CH2:24]3)[CH2:14][CH2:15]2)[cH:8][cH:9]1)([O-:26])=[O:27]>>[OH:10][CH:11]1[C:12](=[O:25])[N:13]([CH2:16][C:17]#[C:18][CH2:19][N:20]2[CH2:21][CH2:22][CH2:23][CH2:24]2)[CH2:14][CH2:15]1. Product: C(CCCCCCC)OC1=CC=C(C=C1)C1=NC=C(C=C1)CCCC(CCCC)C(F)(F)F (2-(p-octyloxyphenyl)-5-(4-trifluoromethyloctyl)pyridine). Reactants: solution, C(CCC)[Li] (n-butyllithium), 2, C(CCCCCCC)OC1=CC=C(C=C1)C1=NC=C(C=C1)C ((p-octyloxyphenyl)-5-methylpyridine), C(C)(C)NC(C)C (diisopropylamine), O=O (oxygen), [Cl-].[NH4+] (ammonium chloride), FC(C(CCI)CCCC)(F)F (3-trifluoromethylheptyl iodide). Reaction conditions: time 12 hour. Solvent: CCCCCC (hexane), C1CCOC1 (THF), C1CCOC1 (THF). Reaction SMILES: C([Li])CCC.[CH2:6]([O:14][C:15]1[CH:20]=[CH:19][C:18]([C:21]2[CH:26]=[CH:25][C:24]([CH3:27])=[CH:23][N:22]=2)=[CH:17][CH:16]=1)[CH2:7][CH2:8][CH2:9][CH2:10][CH2:11][CH2:12][CH3:13].C(NC(C)C)(C)C.O=O.[F:37][C:38]([F:48])([F:47])[CH:39]([CH2:43][CH2:44][CH2:45][CH3:46])[CH2:40][CH2:41]I.[Cl-].[NH4+]>CCCCCC.C1COCC1>[CH2:6]([O:14][C:15]1[CH:16]=[CH:17][C:18]([C:21]2[CH:26]=[CH:25][C:24]([CH2:27][CH2:41][CH2:40][CH:39]([C:38]([F:37])([F:48])[F:47])[CH2:43][CH2:44][CH2:45][CH3:46])=[CH:23][N:22]=2)=[CH:19][CH:20]=1)[CH2:7][CH2:8][CH2:9][CH2:10][CH2:11][CH2:12][CH3:13] |f:5.6|. Procedure: 0.2 mol of a 1.6 N solution of n-butyllithium in hexane and subsequently, at -30° C. to -40° C., a solution of 0.19 mol of 2 (p-octyloxyphenyl)-5-methylpyridine in THF are added to 0.2 mol of diisopropylamine in 100 ml of THF with exclusion of atmospheric oxygen and moisture. The reaction mixture is allowed to warm slowly until a clear solution is produced, and 0.2 mol of 3-trifluoromethylheptyl iodide (optically active) is then added. After 12 hours, the reaction mixture is hydrolyzed using sat... Starting materials: BrCc1ccccc1, [H-], [Na+], CN(C)C=O, O, CSc1nc2ccnn2c(O)c1C#N. Product: CSc1nc2ccnn2c(OCc2ccccc2)c1C#N. RXN SMILES: [Br:22][CH2:23][c:24]1[cH:25][cH:26][cH:27][cH:28][cH:29]1.[H-:1].[Na+:2].[O:17]=[CH:18][N:19]([CH3:20])[CH3:21].[OH2:30].[OH:3][c:4]1[c:5]([C:15]#[N:16])[c:6]([S:13][CH3:14])[n:7][c:8]2[n:9]1[n:10][cH:11][cH:12]2>>[O:3]([c:4]1[c:5]([C:15]#[N:16])[c:6]([S:13][CH3:14])[n:7][c:8]2[n:9]1[n:10][cH:11][cH:12]2)[CH2:23][c:24]1[cH:25][cH:26][cH:27][cH:28][cH:29]1. Product: CCC(=O)Nc1cccc(C2CCN(CCCNC(=O)C(C)(C)c3ccc(Cl)cc3)CC2)c1. As a reaction SMILES: [Cl:1][c:2]1[cH:3][cH:4][c:5]([C:8]([C:9](=[O:10])[OH:11])([CH3:12])[CH3:13])[cH:6][cH:7]1.[NH2:14][CH2:15][CH2:16][CH2:17][N:18]1[CH2:19][CH2:20][CH:21]([c:24]2[cH:25][c:26]([NH:30][C:31]([CH2:32][CH3:33])=[O:34])[cH:27][cH:28][cH:29]2)[CH2:22][CH2:23]1>>[Cl:1][c:2]1[cH:3][cH:4][c:5]([C:8]([C:9](=[O:11])[NH:14][CH2:15][CH2:16][CH2:17][N:18]2[CH2:19][CH2:20][CH:21]([c:24]3[cH:25][c:26]([NH:30][C:31]([CH2:32][CH3:33])=[O:34])[cH:27][cH:28][cH:29]3)[CH2:22][CH2:23]2)([CH3:12])[CH3:13])[cH:6][cH:7]1. Reactants: CC(C)(C(=O)O)c1ccc(Cl)cc1, CCC(=O)Nc1cccc(C2CCN(CCCN)CC2)c1. Reactants: FC1=C2CCC(CC2=CC(=C1)F)N (5,7-difluoro-1,2,3,4-tetrahydronaphthalen-2-ylamine), N#CS (thiocyanic acid), OC(C(C)=O)O (dihydroxyacetone). Yields the product OCC1=CNC(N1C1CC2=CC(=CC(=C2CC1)F)F)=S (5-hydroxymethyl-1-(5,7-difluoro-1,2,3,4-tetrahydronaphthalen-2-yl)-1,3-dihydroimidazole-2-thione). RXN SMILES: [F:1][C:2]1[CH:11]=[C:10]([F:12])[CH:9]=[C:8]2[C:3]=1[CH2:4][CH2:5][CH:6]([NH2:13])[CH2:7]2.[N:14]#[C:15][SH:16].[OH:17][CH:18](O)[C:19](=O)[CH3:20]>>[OH:17][CH2:18][C:19]1[N:13]([CH:6]2[CH2:5][CH2:4][C:3]3[C:8](=[CH:9][C:10]([F:12])=[CH:11][C:2]=3[F:1])[CH2:7]2)[C:15](=[S:16])[NH:14][CH:20]=1. Reported procedure: reacting 5,7-difluoro-1,2,3,4-tetrahydronaphthalen-2-ylamine with thiocyanic acid and dihydroxyacetone to give 5-hydroxymethyl-1-(5,7-difluoro-1,2,3,4-tetrahydronaphthalen-2-yl)-1,3-dihydroimidazole-2-thione; Starting materials: N#CCBr, O=C([O-])[O-], [K+], [K+], CN(C)C=O, Oc1cccc2c1c1cccc3c1n2C(c1ccccc1)CO3. The product is N#CCOc1cccc2c1c1cccc3c1n2C(c1ccccc1)CO3. As a reaction SMILES: [Br:30][CH2:31][C:32]#[N:33].[C:24](=[O:25])([O-:26])[O-:27].[K+:28].[K+:29].[O:34]=[CH:35][N:36]([CH3:37])[CH3:38].[c:1]1([CH:7]2[CH2:8][O:9][c:10]3[cH:11][cH:12][cH:13][c:14]4[c:15]5[c:16]([OH:23])[cH:17][cH:18][cH:19][c:20]5[n:21]2[c:22]34)[cH:2][cH:3][cH:4][cH:5][cH:6]1>>[c:1]1([CH:7]2[CH2:8][O:9][c:10]3[cH:11][cH:12][cH:13][c:14]4[c:15]5[c:16]([O:23][CH2:31][C:32]#[N:33])[cH:17][cH:18][cH:19][c:20]5[n:21]2[c:22]34)[cH:2][cH:3][cH:4][cH:5][cH:6]1.